describe an organic reaction: reactants, conditions, products, and yield From a dataset of the Open Reaction Database (ORD), a public repository of structured organic reaction records. Reactants: CN, Cc1ccc(S(=O)(=O)OCC2Cc3cc(-c4ccccc4)cc(-c4ccccc4Cl)c3O2)cc1, Cl. The product is CNCC1Cc2cc(-c3ccccc3)cc(-c3ccccc3Cl)c2O1. Reaction SMILES: [CH3:36][NH2:37].[Cl:2][c:3]1[c:4](-[c:9]2[cH:10][c:11](-[c:30]3[cH:31][cH:32][cH:33][cH:34][cH:35]3)[cH:12][c:13]3[c:17]2[O:16][CH:15]([CH2:18][O:19][S:20]([c:21]2[cH:22][cH:23][c:24]([CH3:25])[cH:26][cH:27]2)(=[O:28])=[O:29])[CH2:14]3)[cH:5][cH:6][cH:7][cH:8]1.[ClH:1]>>[Cl:2][c:3]1[c:4](-[c:9]2[cH:10][c:11](-[c:30]3[cH:31][cH:32][cH:33][cH:34][cH:35]3)[cH:12][c:13]3[c:17]2[O:16][CH:15]([CH2:18][NH:37][CH3:36])[CH2:14]3)[cH:5][cH:6][cH:7][cH:8]1. The reactants are CCOC(=O)C(C)(C)Oc1ccc(CCN(Cc2ccc(C(F)(F)F)cc2)c2ccc([N+](=O)[O-])cn2)cc1, CO. Yields the product CCOC(=O)C(C)(C)Oc1ccc(CCN(Cc2ccc(C(F)(F)F)cc2)c2ccc(N)cn2)cc1. As a reaction SMILES: [CH3:1][C:2]([C:3](=[O:4])[O:5][CH2:6][CH3:7])([CH3:8])[O:9][c:10]1[cH:11][cH:12][c:13]([CH2:16][CH2:17][N:18]([CH2:19][c:20]2[cH:21][cH:22][c:23]([C:26]([F:27])([F:28])[F:29])[cH:24][cH:25]2)[c:30]2[n:31][cH:32][c:33]([N+:36]([O-:37])=[O:38])[cH:34][cH:35]2)[cH:14][cH:15]1.[CH3:39][OH:40]>>[CH3:1][C:2]([C:3](=[O:4])[O:5][CH2:6][CH3:7])([CH3:8])[O:9][c:10]1[cH:11][cH:12][c:13]([CH2:16][CH2:17][N:18]([CH2:19][c:20]2[cH:21][cH:22][c:23]([C:26]([F:27])([F:28])[F:29])[cH:24][cH:25]2)[c:30]2[n:31][cH:32][c:33]([NH2:36])[cH:34][cH:35]2)[cH:14][cH:15]1. The reactants are [H-].[Al+3].[Li+].[H-].[H-].[H-] (lithium aluminum hydride), N1C=NC=C1 (imidazole), C(C1=CC=CC=C1)(C1=CC=CC=C1)(C1=CC=CC=C1)N1C=NC(=C1)C1=C(C#N)C=CC=C1 (2-(1-Trityl-1H-imidazol-4-yl)-benzonitrile), ice. Solvent: O1CCCC1 (tetrahydrofuran), O1CCCC1 (tetrahydrofuran). The product is C(C1=CC=CC=C1)(C1=CC=CC=C1)(C1=CC=CC=C1)N1C=NC(=C1)C1=C(CN)C=CC=C1 (2-(1-trityl-1H-imidazol-4-yl)-benzylamine). Reaction SMILES: [C:1]([N:20]1[CH:24]=[C:23]([C:25]2[CH:32]=[CH:31][CH:30]=[CH:29][C:26]=2[C:27]#[N:28])[N:22]=[CH:21]1)([C:14]1[CH:19]=[CH:18][CH:17]=[CH:16][CH:15]=1)([C:8]1[CH:13]=[CH:12][CH:11]=[CH:10][CH:9]=1)[C:2]1[CH:7]=[CH:6][CH:5]=[CH:4][CH:3]=1.[H-].[Al+3].[Li+].[H-].[H-].[H-].N1C=CN=C1>O1CCCC1>[C:1]([N:20]1[CH:24]=[C:23]([C:25]2[CH:32]=[CH:31][CH:30]=[CH:29][C:26]=2[CH2:27][NH2:28])[N:22]=[CH:21]1)([C:14]1[CH:19]=[CH:18][CH:17]=[CH:16][CH:15]=1)([C:2]1[CH:3]=[CH:4][CH:5]=[CH:6][CH:7]=1)[C:8]1[CH:13]=[CH:12][CH:11]=[CH:10][CH:9]=1 |f:1.2.3.4.5.6|. Procedure details: 2-(1-Trityl-1H-imidazol-4-yl)-benzonitrile (17.6 g, 42.7 mmol) was dissolved in dry tetrahydrofuran (320 ml) and stirred under nitrogen in an ice bath. To this solution was added lithium aluminum hydride (1.0 M in THF, 45 ml, 45 mmol) dropwise over 15 min. After the addition was complete the ice bath was removed and the reaction was stirred at room temperature. The reaction was closely monitored by HPLC and was typically complete within 45 min to 1.5 h. This close monitoring was essential becaus... Starting materials: COC=1C=C(C#N)C=CC1OC (3,4-Dimethoxybenzonitrile), COC=1C=C(C#N)C=CC1O (3-methoxy-4-hydroxybenzonitrile), [Br-].[Li+] (lithium bromide). Product: OC=1C=C(C#N)C=CC1O (3,4-Dihydroxybenzonitrile). The yield is 65.0%. RXN SMILES: C[O:2][C:3]1[CH:4]=[C:5]([CH:8]=[CH:9][C:10]=1[O:11]C)[C:6]#[N:7].COC1C=C(C=CC=1O)C#N.[Br-].[Li+]>>[OH:2][C:3]1[CH:4]=[C:5]([CH:8]=[CH:9][C:10]=1[OH:11])[C:6]#[N:7] |f:2.3|. Reported procedure: The preparation was carried out according to the process of Example 2a except that 3,4-Dimethoxybenzonitrile was used as the starting material instead of 3-methoxy-4-hydroxybenzonitrile, and 2-fold of lithium bromide (162.6 g, 1.88 mole) were added to form the reaction mixture. 3,4-Dihydroxybenzonitrile was obtained as a white solid with a yield of 65% and a purity of greater than 98% as indicated by HPLC analysis. Reactants: NC=1C=C(OC2=C(C(=O)N)C(=CC(=C2)F)NC2=C(C=C(C=C2)I)F)C=CC1 (2-(3-amino-phenoxy)-4-fluoro-6-(2-fluoro-4-iodo-phenylamino)-benzamide), NC=1C=C(OC2=C(C(=O)N)C(=CC(=C2)F)NC2=C(C=C(C=C2)I)F)C=CC1 (2-(3-amino-phenoxy)-4-fluoro-6-(2-fluoro-4-iodo-phenylamino)-benzamide), S(=O)(=O)(Cl)Cl (sulfonylchloride), S(=O)(=O)(Cl)Cl (sulfonylchloride), C(C)(C)S(=O)(=O)Cl (iso-propylsulfonyl chloride). Solvent: C(C)(=O)OCC (ethyl acetate), 6b, N1=CC=CC=C1 (pyridine). Reaction conditions: time 8 hour. Yields the product FC1=CC(=C(C(=O)N)C(=C1)OC1=CC(=CC=C1)NS(=O)(=O)C(C)C)NC1=C(C=C(C=C1)I)F (4-fluoro-2-(2-fluoro-4-iodo-phenylamino)-6-[3-(propane-2-sulfonylamino)-phenoxy]-benzamide). The yield is 46.5%. As a reaction SMILES: [NH2:1][C:2]1[CH:3]=[C:4]([CH:25]=[CH:26][CH:27]=1)[O:5][C:6]1[CH:14]=[C:13]([F:15])[CH:12]=[C:11]([NH:16][C:17]2[CH:22]=[CH:21][C:20]([I:23])=[CH:19][C:18]=2[F:24])[C:7]=1[C:8]([NH2:10])=[O:9].[CH:28]([S:31](Cl)(=[O:33])=[O:32])([CH3:30])[CH3:29].S(Cl)(Cl)(=O)=O>N1C=CC=CC=1.C(OCC)(=O)C>[F:15][C:13]1[CH:14]=[C:6]([O:5][C:4]2[CH:25]=[CH:26][CH:27]=[C:2]([NH:1][S:31]([CH:28]([CH3:30])[CH3:29])(=[O:33])=[O:32])[CH:3]=2)[C:7]([C:8]([NH2:10])=[O:9])=[C:11]([NH:16][C:17]2[CH:22]=[CH:21][C:20]([I:23])=[CH:19][C:18]=2[F:24])[CH:12]=1. Procedure details: In analogy to GP 6b, 144 mg of 2-(3-amino-phenoxy)-4-fluoro-6-(2-fluoro-4-iodo-phenylamino)-benzamide (Intermediate 1.4; 0.3 mmol, 1 eq.) were dissolved in 1.5 mL pyridine and treated with 51 mg iso-propylsulfonyl chloride (0.36 mmol, 1.2 eq., dissolved in 0.5 mL pyridine). The reaction mixture was stirred at rt overnight, treated with another 0.5 eq. sulfonylchloride (in 0.2 mL pyridine) and stirring was continued at rt overnight. After addition of further 0.5 eq. sulfonylchloride (in 0.2 mL py... Starting materials: ( 1 ), BrCC=1SC=CC1 (2-bromomethylthiophene), ClC1=CC=C(C=C1)O (4-chlorophenol), C([O-])([O-])=O.[K+].[K+] (potassium carbonate). The solvent is C(C)#N (acetonitrile). Product: ClC1=CC=C(OCC=2SC=CC2)C=C1 ((4-Chlorophenoxy)methyl thiophene). As a reaction SMILES: Br[CH2:2][C:3]1[S:4][CH:5]=[CH:6][CH:7]=1.[Cl:8][C:9]1[CH:14]=[CH:13][C:12]([OH:15])=[CH:11][CH:10]=1.C(=O)([O-])[O-].[K+].[K+]>C(#N)C>[Cl:8][C:9]1[CH:14]=[CH:13][C:12]([O:15][CH2:2][C:3]2[S:4][CH:5]=[CH:6][CH:7]=2)=[CH:11][CH:10]=1 |f:2.3.4|. Procedure details: To a solution of 51.75 g (0.29 m) of 2-bromomethylthiophene and 38.6 g (0.3 m) of 4-chlorophenol in 400 ml of acetonitrile was added, all at once, 38.6 g of powdered potassium carbonate. The resulting mixture was stirred and heated at reflux for one (1) hour. The solvent was removed by evaporation under reduced pressure and 400 ml of water was added to the residue. The resulting aqueous mixture was extracted three times with 200 ml portions of ether. The organic extracts were combined and then w... Reactants: CCI, Cc1ccc(Oc2ccc(C(=O)C=CC(=O)O)cc2)cc1, CI, O=C(O)C=CC(=O)c1ccc(Oc2ccccc2)cc1. Product: CCOC(=O)C=CC(=O)c1ccc(Oc2ccc(C)cc2)cc1. As a reaction SMILES: [CH2:22]([CH3:23])[I:24].[CH3:1][c:2]1[cH:3][cH:4][c:5]([O:6][c:7]2[cH:8][cH:9][c:10]([C:11](=[O:12])[CH:13]=[CH:14][C:15](=[O:16])[OH:17])[cH:18][cH:19]2)[cH:20][cH:21]1.[CH3:45][I:46].[O:25]([c:26]1[cH:27][cH:28][c:29]([C:30]([CH:31]=[CH:32][C:33]([OH:34])=[O:35])=[O:36])[cH:37][cH:38]1)[c:39]1[cH:40][cH:41][cH:42][cH:43][cH:44]1>>[CH3:1][c:2]1[cH:3][cH:4][c:5]([O:6][c:7]2[cH:8][cH:9][c:10]([C:11](=[O:12])[CH:13]=[CH:14][C:15](=[O:16])[O:17][CH2:22][CH3:23])[cH:18][cH:19]2)[cH:20][cH:21]1. Starting materials: N1=C(C=CC2=CC=CC=C12)CBr (2-quinolylmethylbromide), OC(CCCCC)C=1C=C(N)C=CC1 (3-(1-hydroxyhexyl)aniline). Product: OC(CCCCC)C=1C=C(NCC2=NC3=CC=CC=C3C=C2)C=CC1 (2-[3-(1-hydoxyhexyl) anilinomethyl]quinoline). Reaction SMILES: [N:1]1[C:10]2[C:5](=[CH:6][CH:7]=[CH:8][CH:9]=2)[CH:4]=[CH:3][C:2]=1[CH2:11]Br.[OH:13][CH:14]([C:20]1[CH:21]=[C:22]([CH:24]=[CH:25][CH:26]=1)[NH2:23])[CH2:15][CH2:16][CH2:17][CH2:18][CH3:19]>>[OH:13][CH:14]([C:20]1[CH:21]=[C:22]([CH:24]=[CH:25][CH:26]=1)[NH:23][CH2:11][C:2]1[CH:3]=[CH:4][C:5]2[C:10](=[CH:9][CH:8]=[CH:7][CH:6]=2)[N:1]=1)[CH2:15][CH2:16][CH2:17][CH2:18][CH3:19]. Procedure details: For compounds in which X is --NR2 --(CHR1)n --, the corresponding amino starting compounds are employed to form the desired amino coppound. Thus, 2-aminopyridine is condensed with 3-(1-hydroxyhexyl)benzyloromide to form 2-[3-(1-hydroxyhexyl)benzylamino]pyridine. Alternatively, 2-quinolylmethylbromide is condensed with 3-(1-hydroxyhexyl)aniline to form 2-[3-(1-hydoxyhexyl) anilinomethyl]quinoline. Reactants: COC=1C=C(CN2C(C(CC2)(CCO[Si](C)(C)C(C)(C)C)CC2=CC(=CC(=C2)C(F)(F)F)C(F)(F)F)=O)C=C(C1OC)OC (1-(3,4,5-trimethoxybenzyl)-3-(3,5-di(trifluoromethyl)phenylmethyl)-3-(2-(t-butyldimethylsilyloxy)ethyl)-2-oxopyrrolidine), [F-].[NH4+] (ammonium fluoride). Yields the product COC=1C=C(CN2C(C(CC2)(CCO)CC2=CC(=CC(=C2)C(F)(F)F)C(F)(F)F)=O)C=C(C1OC)OC (1-(3,4,5-trimethoxybenzyl)-3-(3,5-di(trifluoromethyl)phenylmethyl)-3-(2-hydroxyethyl)-2-oxopyrrolidine). Reaction SMILES: [CH3:1][O:2][C:3]1[CH:4]=[C:5]([CH:38]=[C:39]([O:43][CH3:44])[C:40]=1[O:41][CH3:42])[CH2:6][N:7]1[CH2:11][CH2:10][C:9]([CH2:22][C:23]2[CH:28]=[C:27]([C:29]([F:32])([F:31])[F:30])[CH:26]=[C:25]([C:33]([F:36])([F:35])[F:34])[CH:24]=2)([CH2:12][CH2:13][O:14][Si](C(C)(C)C)(C)C)[C:8]1=[O:37].[F-].[NH4+]>>[CH3:44][O:43][C:39]1[CH:38]=[C:5]([CH:4]=[C:3]([O:2][CH3:1])[C:40]=1[O:41][CH3:42])[CH2:6][N:7]1[CH2:11][CH2:10][C:9]([CH2:22][C:23]2[CH:28]=[C:27]([C:29]([F:30])([F:31])[F:32])[CH:26]=[C:25]([C:33]([F:36])([F:34])[F:35])[CH:24]=2)([CH2:12][CH2:13][OH:14])[C:8]1=[O:37] |f:1.2|. Procedure details: Prepare by the method of Example 23.2 using 1-(3,4,5-trimethoxybenzyl)-3-(3,5-di(trifluoromethyl)phenylmethyl)-3-(2-(t-butyldimethylsilyloxy)ethyl)-2-oxopyrrolidine (0.20 g, 0.31 mmol) and ammonium fluoride (0.07 g, 1.93 mmol) to give the title compound: Rf=0.45 (silica gel, ethyl acetate). Starting materials: C1CNCCN1, ClCCl, C1CCOC1, O=C1CC(C(=O)Oc2c(F)c(F)c(F)c(F)c2F)CN1. Product: O=C1CC(C(=O)N2CCNCC2)CN1. As a reaction SMILES: [CH2:21]1[CH2:22][NH:23][CH2:24][CH2:25][NH:26]1.[CH2:27]([Cl:28])[Cl:29].[CH2:30]1[O:31][CH2:32][CH2:33][CH2:34]1.[F:1][c:2]1[c:3]([O:4][C:9](=[O:10])[CH:11]2[CH2:12][NH:13][C:14](=[O:16])[CH2:15]2)[c:5]([F:6])[c:7]([F:8])[c:17]([F:18])[c:19]1[F:20]>>[C:9](=[O:10])([CH:11]1[CH2:12][NH:13][C:14](=[O:16])[CH2:15]1)[N:23]1[CH2:22][CH2:21][NH:26][CH2:25][CH2:24]1.